Task: describe an organic reaction: reactants, conditions, products, and yield. Dataset: the Open Reaction Database (ORD), a public repository of structured organic reaction records Reactants: CC1=NN=C2N1C1=C(C=C2)N(C(=C1)C)CC1=CC=C(C=C1)CO ({4-[(1,7-dimethyl-6H-pyrrolo[2,3-e][1,2,4]triazolo[4,3-a]pyridin-6-yl)methyl]phenyl}methanol), N1CCCC1 (pyrrolidine). Conditions: time 8 hour. Product: CC1=NN=C2N1C1=C(C=C2)N(C(=C1)C)CC1=CC=C(C=C1)CN1CCCC1 (1,7-dimethyl-6-[4-(pyrrolidin-1-ylmethyl)benzyl]-6H-pyrrolo[2,3-e][1,2,4]triazolo[4,3-a]pyridine). RXN SMILES: [CH3:1][C:2]1[N:6]2[C:7]3[CH:13]=[C:12]([CH3:14])[N:11]([CH2:15][C:16]4[CH:21]=[CH:20][C:19]([CH2:22]O)=[CH:18][CH:17]=4)[C:8]=3[CH:9]=[CH:10][C:5]2=[N:4][N:3]=1.[NH:24]1[CH2:28][CH2:27][CH2:26][CH2:25]1>>[CH3:1][C:2]1[N:6]2[C:7]3[CH:13]=[C:12]([CH3:14])[N:11]([CH2:15][C:16]4[CH:21]=[CH:20][C:19]([CH2:22][N:24]5[CH2:28][CH2:27][CH2:26][CH2:25]5)=[CH:18][CH:17]=4)[C:8]=3[CH:9]=[CH:10][C:5]2=[N:4][N:3]=1. Reported procedure: The title compound was prepared according to the procedures of Example 45, using the alcohol of Example 49 as starting material and using pyrrolidine (0.016 mL, 0.20 mmol, Aldrich) in the displacement, which was performed overnight (11.2 mg, 64%). Starting materials: Cc1nc(-c2ccc3c(=O)n(CC(C)C)c(CN(C(=O)[O-])C(C)(C)C)c(-c4ccccc4)c3c2)sc1C(N)=O, CCOC(C)=O, Cl. Product: Cl, Cc1nc(-c2ccc3c(=O)n(CC(C)C)c(CN)c(-c4ccccc4)c3c2)sc1C(N)=O. RXN SMILES: [C:1]([N:5]([C:2](=[O:3])[O-:4])[CH2:9][c:10]1[n:11]([CH2:36][CH:37]([CH3:38])[CH3:39])[c:12](=[O:35])[c:13]2[cH:14][cH:15][c:16](-[c:26]3[s:27][c:28]([C:32](=[O:33])[NH2:34])[c:29]([CH3:31])[n:30]3)[cH:17][c:18]2[c:19]1-[c:20]1[cH:21][cH:22][cH:23][cH:24][cH:25]1)([CH3:6])([CH3:7])[CH3:8].[CH3:41][CH2:42][O:43][C:44](=[O:45])[CH3:46].[ClH:40]>>[ClH:40].[NH2:5][CH2:9][c:10]1[n:11]([CH2:36][CH:37]([CH3:38])[CH3:39])[c:12](=[O:35])[c:13]2[cH:14][cH:15][c:16](-[c:26]3[s:27][c:28]([C:32](=[O:33])[NH2:34])[c:29]([CH3:31])[n:30]3)[cH:17][c:18]2[c:19]1-[c:20]1[cH:21][cH:22][cH:23][cH:24][cH:25]1.